From a dataset of the Open Reaction Database (ORD), a public repository of structured organic reaction records. describe an organic reaction: reactants, conditions, products, and yield The reactants are CC(C)OC(C)C, O=Cc1cc(F)c(F)c(F)c1, CN(C)C=O, CCOC(=O)C(C)=P(c1ccccc1)(c1ccccc1)c1ccccc1. Yields the product CCOC(=O)C(C)=Cc1cc(F)c(F)c(F)c1. As a reaction SMILES: [CH:43]([O:44][CH:45]([CH3:46])[CH3:47])([CH3:48])[CH3:49].[F:1][c:2]1[cH:3][c:4]([CH:5]=[O:6])[cH:7][c:8]([F:11])[c:9]1[F:10].[O:38]=[CH:39][N:40]([CH3:41])[CH3:42].[c:12]1([P:13]([c:14]2[cH:15][cH:16][cH:17][cH:18][cH:26]2)(=[C:19]([C:20](=[O:21])[O:22][CH2:23][CH3:24])[CH3:25])[c:27]2[cH:28][cH:29][cH:30][cH:31][cH:32]2)[cH:33][cH:34][cH:35][cH:36][cH:37]1>>[F:1][c:2]1[cH:3][c:4]([CH:5]=[C:19]([C:20](=[O:21])[O:22][CH2:23][CH3:24])[CH3:25])[cH:7][c:8]([F:11])[c:9]1[F:10].